From a dataset of the Open Reaction Database (ORD), a public repository of structured organic reaction records. describe an organic reaction: reactants, conditions, products, and yield Reactants: C[Mg]Cl, O=C(O)c1c(F)c(F)c(F)c(C(=O)O)c1F, C1CCOC1. Yields the product O=C(O)c1c(F)c(F)c(F)c(C(=O)O)c1F, [Mg]Cl. RXN SMILES: [CH3:17][Mg:18][Cl:19].[F:1][c:2]1[c:3]([F:16])[c:4]([F:15])[c:5]([C:12](=[O:13])[OH:14])[c:6]([F:11])[c:7]1[C:8](=[O:9])[OH:10].[O:20]1[CH2:21][CH2:22][CH2:23][CH2:24]1>>[F:1][c:2]1[c:3]([F:16])[c:4]([F:15])[c:5]([C:12](=[O:13])[OH:14])[c:6]([F:11])[c:7]1[C:8](=[O:9])[OH:10].[Mg:18][Cl:19]. Reactants: CCOC(=O)COc1cccnc1, Cl, [Li+], C1COCCO1, [OH-], O. Yields the product O=C(O)COc1cccnc1. RXN SMILES: [CH2:1]([CH3:2])[O:3][C:4]([CH2:5][O:6][c:7]1[cH:8][n:9][cH:10][cH:11][cH:12]1)=[O:13].[ClH:16].[Li+:14].[O:17]1[CH2:18][CH2:19][O:20][CH2:21][CH2:22]1.[OH-:15].[OH2:23]>>[O:3]=[C:4]([CH2:5][O:6][c:7]1[cH:8][n:9][cH:10][cH:11][cH:12]1)[OH:13]. RXN SMILES: [C:1]1([CH3:8])[CH:6]=[CH:5][CH:4]=[C:3]([CH3:7])[CH:2]=1.[CH2:9]=[CH:10][CH3:11]>[Cr].[Co]>[CH3:8][C:1]1[CH:6]=[C:5]([CH:10]([CH3:11])[CH3:9])[CH:4]=[C:3]([CH3:7])[CH:2]=1 |f:2.3|. Procedure: A reaction was carried out using a Hastelloy C autoclave having an inside volume of 6,000 mL and equipped with an electromagnetic stirrer, a baffle plate, a gas blowing port and a liquid feed port in the same manner as that in Example 1. For the reaction, 2,003 g (18.9 moles) of metaxylene, 943 g (47.1 moles) of anhydrous HF and 715 g (17.0 moles) of propylene were used. After the reaction was terminated, the reaction mixture was fed at a rate of 300 mL per hour together with 600 g per hour of b... Yields the product CC=1C=C(C=C(C1)C)C(C)C (3,5-dimethylcumene). Reactants: C1(=CC(=CC=C1)C)C (metaxylene), C=CC (propylene). Reagents/catalysts: [Cr].[Co] (Hastelloy C). The reactants are C1(CC1)C(=O)OC (methyl cyclopropanecarboxylate), N=1ON=C2C1C=CC=C2C=O (2,1,3-benzoxadiazole-4-aldehyde), NC1=NNC=C1 (3-aminopyrazole). Yields the product N=1ON=C2C1C=CC=C2C2C=1C(NC(=C2C#N)C2CC2)=NNC1 (4-(2,1,3-Benzoxadiazol-4-yl)-5-cyano-6-cyclopropyl-4,7-dihydro-2H-pyrazolo[3,4-b]pyridine). Reaction SMILES: [CH:1]1([C:4](OC)=O)C[CH2:2]1.[N:8]1[O:9][N:10]=[C:11]2[C:16]([CH:17]=O)=[CH:15][CH:14]=[CH:13][C:12]=12.[NH2:19][C:20]1[CH:24]=[CH:23][NH:22][N:21]=1>>[N:8]1[O:9][N:10]=[C:11]2[C:16]([CH:17]3[C:11]([C:12]#[N:8])=[C:16]([CH:4]4[CH2:1][CH2:2]4)[NH:19][C:20]4=[N:21][NH:22][CH:23]=[C:24]34)=[CH:15][CH:14]=[CH:13][C:12]=12. Procedure: The title compound was prepared from methyl cyclopropanecarboxylate, 2,1,3-benzoxadiazole-4-aldehyde and 3-aminopyrazole in the same manner as in Example 94. The reactants are O1C(OCCC1)CCCC(=O)O (4-[1,3]dioxan-2-yl-butyric acid), CN (methylamine), Cl.CN(CCCN=C=NCC)C (1-(3-dimethylaminopropyl)-3-ethylcarbodiimide hydrochloride), OC1=CC=CC=2NN=NC21 (hydroxybenzotriazole). Run in ClCCl (dichloromethane). Reaction conditions: time 8 hour. The product is O1C(OCCC1)CCCC(=O)NC (4-[1,3] Dioxan-2-yl-N-methyl-butyramide). The yield is 113.9%. RXN SMILES: [O:1]1[CH2:6][CH2:5][CH2:4][O:3][CH:2]1[CH2:7][CH2:8][CH2:9][C:10]([OH:12])=O.CN.Cl.[CH3:16][N:17](C)CCCN=C=NCC.OC1C2N=NNC=2C=CC=1>ClCCl>[O:1]1[CH2:6][CH2:5][CH2:4][O:3][CH:2]1[CH2:7][CH2:8][CH2:9][C:10]([NH:17][CH3:16])=[O:12] |f:2.3|. Reported procedure: To 4-[1,3]dioxan-2-yl-butyric acid (2.55 g, 0.015 mol) in dichloromethane (200 ml) was added methylamine (2M in THF, 8.1 ml, 0.016 mol), 1-(3-dimethylaminopropyl)-3-ethylcarbodiimide hydrochloride (3.09 g, 0.016 mol) and hydroxybenzotriazole (2.16 g, 0.016 mol) and the mixture stirred at room temperature overnight. The organic layer was washed with saturated sodium bicarbonate solution (200 ml) and the aqueous layer extracted with dichloromethane (4×50 ml). The combined organics were dried (Na2S...